From a dataset of the Open Reaction Database (ORD), a public repository of structured organic reaction records. describe an organic reaction: reactants, conditions, products, and yield Starting materials: CN1CCOCC1, COc1nc(Cl)nc(OC)n1, Cl, Nc1nc(O)c2c(n1)NCC(CCc1c[nH]c(C(=O)O)c1)C2, COC(=O)CCC(N)C(=O)OC, CN(C)C=O. The product is COC(=O)CCC(NC(=O)c1cc(CCC2CNc3nc(N)nc(O)c3C2)c[nH]1)C(=O)OC. Reaction SMILES: [CH3:34][N:35]1[CH2:36][CH2:37][O:38][CH2:39][CH2:40]1.[Cl:23][c:24]1[n:25][c:26]([O:27][CH3:28])[n:29][c:30]([O:31][CH3:32])[n:33]1.[ClH:41].[NH2:1][c:2]1[n:3][c:4]([OH:22])[c:5]2[c:6]([n:7]1)[NH:8][CH2:9][CH:10]([CH2:12][CH2:13][c:14]1[cH:15][c:16]([C:19](=[O:20])[OH:21])[nH:17][cH:18]1)[CH2:11]2.[NH2:42][CH:43]([CH2:44][CH2:45][C:46](=[O:47])[O:48][CH3:49])[C:50](=[O:51])[O:52][CH3:53].[O:54]=[CH:55][N:56]([CH3:57])[CH3:58]>>[NH2:1][c:2]1[n:3][c:4]([OH:22])[c:5]2[c:6]([n:7]1)[NH:8][CH2:9][CH:10]([CH2:12][CH2:13][c:14]1[cH:15][c:16]([C:19](=[O:21])[NH:42][CH:43]([CH2:44][CH2:45][C:46](=[O:47])[O:48][CH3:49])[C:50](=[O:51])[O:52][CH3:53])[nH:17][cH:18]1)[CH2:11]2. Starting materials: BrC1=CC2=C(N(C=N2)C=2C=C(C=CC2)NC(=O)NCC(F)(F)F)C=C1 (N-[3-(5-bromo-1H-benzimidazol-1-yl)phenyl]-N′-(2,2,2-trifluoroethyl)urea), CC1(OB(OC1(C)C)C1=CC=C(C=C1)C(C(=O)OCC)C)C (ethyl 2-[4-(4,4,5,5-tetramethyl-1,3,2-dioxaborolan-2-yl)phenyl]propanoate), [OH-].[Na+] (sodium hydroxide), C([O-])([O-])=O.[Na+].[Na+] (sodium carbonate). Reagents/catalysts: O (water). The solvent is C(C)(=O)OCC (ethyl acetate), ClCCl (dichloromethane), O (water), O1CCOCC1 (1,4-dioxane). Product: FC(CNC(=O)NC=1C=C(C=CC1)N1C=NC2=C1C=CC(=C2)C2=CC=C(C=C2)C(C(=O)O)C)(F)F (2-(4-{1-[3-({[(2,2,2-trifluoroethyl)amino]carbonyl}amino)phenyl]-1H-benzimidazol-5-yl}phenyl)propanoic acid). As a reaction SMILES: Br[C:2]1[CH:25]=[CH:24][C:5]2[N:6]([C:9]3[CH:10]=[C:11]([NH:15][C:16]([NH:18][CH2:19][C:20]([F:23])([F:22])[F:21])=[O:17])[CH:12]=[CH:13][CH:14]=3)[CH:7]=[N:8][C:4]=2[CH:3]=1.CC1(C)C(C)(C)OB([C:34]2[CH:39]=[CH:38][C:37]([CH:40]([CH3:46])[C:41]([O:43]CC)=[O:42])=[CH:36][CH:35]=2)O1.C(=O)([O-])[O-].[Na+].[Na+].[OH-].[Na+]>O1CCOCC1.O.C(OCC)(=O)C.ClCCl>[F:21][C:20]([F:23])([F:22])[CH2:19][NH:18][C:16]([NH:15][C:11]1[CH:10]=[C:9]([N:6]2[C:5]3[CH:24]=[CH:25][C:2]([C:34]4[CH:39]=[CH:38][C:37]([CH:40]([CH3:46])[C:41]([OH:43])=[O:42])=[CH:36][CH:35]=4)=[CH:3][C:4]=3[N:8]=[CH:7]2)[CH:14]=[CH:13][CH:12]=1)=[O:17] |f:2.3.4,5.6|. Reported procedure: A mixture of N-[3-(5-bromo-1H-benzimidazol-1-yl)phenyl]-N′-(2,2,2-trifluoroethyl)urea (250.0 mg, 0.6050 mmol) (from Example 1, step 4), ethyl 2-[4-(4,4,5,5-tetramethyl-1,3,2-dioxaborolan-2-yl)phenyl]propanoate (280 mg, 0.91 mmol), [1,1′-bis(diphenylphosphino)ferrocene]-dichloropalladium(II) complex with dichloromethane (1:1) (30 mg, 0.04 mmol, Aldrich, Cat. No. 379670) and sodium carbonate (130 mg, 1.2 mmol) in 1,4-dioxane (5 mL) and a few drops water was heated at 120° C. overnight under nitrog... Starting materials: CO, NCc1cccc2ccccc12, COC(=O)C(=O)NN. Product: NNC(=O)C(=O)NCc1cccc2ccccc12. As a reaction SMILES: [CH3:21][OH:22].[NH2:1][CH2:2][c:3]1[cH:4][cH:5][cH:6][c:7]2[cH:8][cH:9][cH:10][cH:11][c:12]12.[NH:13]([NH2:14])[C:15]([C:16](=[O:17])[O:18][CH3:19])=[O:20]>>[NH:1]([CH2:2][c:3]1[cH:4][cH:5][cH:6][c:7]2[cH:8][cH:9][cH:10][cH:11][c:12]12)[C:16]([C:15]([NH:13][NH2:14])=[O:20])=[O:17]. Reactants: ClCC1=CC(=C(C=C1)OCC#CCC)OC (4-Chloromethyl-2-methoxy-1-pent-2-ynyloxy-benzene), ON1C(C=2C(C1=O)=CC=CC2)=O (N-hydroxyphthalimide), [OH-].[K+] (potassium hydroxide), solution. The solvent is CN(C=O)C (N,N-dimethylformamide), CO (methanol). Conditions: time 1 hour. Yields the product COC=1C=C(CON2C(C3=CC=CC=C3C2=O)=O)C=CC1OCC#CCC (2-(3-methoxy-4-pent-2-ynyloxy-benzyloxy)-isoindole-1,3-dione). Reaction SMILES: Cl[CH2:2][C:3]1[CH:8]=[CH:7][C:6]([O:9][CH2:10][C:11]#[C:12][CH2:13][CH3:14])=[C:5]([O:15][CH3:16])[CH:4]=1.[OH:17][N:18]1[C:22](=[O:23])[C:21]2=[CH:24][CH:25]=[CH:26][CH:27]=[C:20]2[C:19]1=[O:28].[OH-].[K+]>CN(C)C=O.CO>[CH3:16][O:15][C:5]1[CH:4]=[C:3]([CH:8]=[CH:7][C:6]=1[O:9][CH2:10][C:11]#[C:12][CH2:13][CH3:14])[CH2:2][O:17][N:18]1[C:22](=[O:23])[C:21]2[C:20](=[CH:27][CH:26]=[CH:25][CH:24]=2)[C:19]1=[O:28] |f:2.3|. Procedure: 4-Chloromethyl-2-methoxy-1-pent-2-ynyloxy-benzene (28 g, 0.12 mol) and N-hydroxyphthalimide (19.5 g, 0.12 mol) are dissolved in 180 ml of N,N-dimethylformamide. The reaction mixture is heated to +70° C. and potassium hydroxide (24 ml of a 5 M solution in methanol, 0.12 mol) is added at this temperature. The reaction is stirred for 1 hour at +70° C., subsequently cooled to room temperature and poured on water. This mixture is stirred for one further hour and filtered. The resulting crystalls are ... The reactants are N1=C2C(=NS1)C(=CC=C2)S(=O)(=O)NC2=C(C(=O)O)C=CC(=C2)I (2-(benzo[1,2,5]thiadiazole-4-sulfonylamino)-4-iodobenzoic acid), Cl.N[C@@H]([C@@H](O)C1=CC=C(C=C1)Cl)C ((1S,2R)-2-amino-1-(4-chloro-phenyl)-propan-1-ol hydrochloride salt). Yields the product N1=C2C(=NS1)C(=CC=C2)S(=O)(=O)NC2=C(C(=O)N[C@@H]([C@@H](O)C1=CC=C(C=C1)Cl)C)C=CC(=C2)I (2-(Benzo[1,2,5]thiadiazole-4-sulfonylamino)-N-[(2S,1R)-2-(4-chloro-phenyl)-2-hydroxy-1-methyl-ethyl]-4-iodo-benzamide). The yield is 67.0%. As a reaction SMILES: [N:1]1[S:5][N:4]=[C:3]2[C:6]([S:10]([NH:13][C:14]3[CH:22]=[C:21]([I:23])[CH:20]=[CH:19][C:15]=3[C:16](O)=[O:17])(=[O:12])=[O:11])=[CH:7][CH:8]=[CH:9][C:2]=12.Cl.[NH2:25][C@H:26]([CH3:36])[C@H:27]([C:29]1[CH:34]=[CH:33][C:32]([Cl:35])=[CH:31][CH:30]=1)[OH:28]>>[N:1]1[S:5][N:4]=[C:3]2[C:6]([S:10]([NH:13][C:14]3[CH:22]=[C:21]([I:23])[CH:20]=[CH:19][C:15]=3[C:16]([NH:25][C@H:26]([CH3:36])[C@H:27]([C:29]3[CH:34]=[CH:33][C:32]([Cl:35])=[CH:31][CH:30]=3)[OH:28])=[O:17])(=[O:12])=[O:11])=[CH:7][CH:8]=[CH:9][C:2]=12 |f:1.2|. Procedure: The title compound (42 mg, 67%) was obtained from 2-(benzo[1,2,5]thiadiazole-4-sulfonylamino)-4-iodobenzoic acid (EXAMPLE 101, Part D) and (1S,2R)-2-amino-1-(4-chloro-phenyl)-propan-1-ol hydrochloride salt as in Example 1, Part C. HPLC: RT=10.13 min. MS (ESI−): mass calcd. for C22H18ClIN4O4S2, 628.89; m/z found, 627/629 [M−H]−. 1H NMR (500 MHz, CDCl3): 11.49 (s, 1H), 8.37 (dd, J=7.0, 0.8, 1H), 8.23 (dd, J=8.8, 0.8, 1H), 8.07 (d, J=1.5, 1H), 7.73 (dd, J=8.8, 7.1, 1H), 7.37-7.27 (m, 5H), 6.98 (d, ... Reaction SMILES: [H-].[Na+].[C:3]1([NH:9][C:10]2[CH:15]=[CH:14][CH:13]=[CH:12][CH:11]=2)[CH:8]=[CH:7][CH:6]=[CH:5][CH:4]=1.[CH2:16]([O:19][CH2:20][CH2:21]Cl)[CH2:17][Cl:18]>C(OCCCC)CCC>[Cl:18][CH2:17][CH2:16][O:19][CH2:20][CH2:21][N:9]([C:3]1[CH:4]=[CH:5][CH:6]=[CH:7][CH:8]=1)[C:10]1[CH:11]=[CH:12][CH:13]=[CH:14][CH:15]=1 |f:0.1|. Yields the product ClCCOCCN(C1=CC=CC=C1)C1=CC=CC=C1 (2-chloro-1-(2-(diphenylamino)ethoxy)ethane). The solvent is C(CCC)OCCCC (dibutylether). Procedure: A mixture of sodium hydride (0.70 g, 0.023 mol, 80% oil dispersion) and diphenylamine (3.4 g, 0.020 mol) in dry dibutylether (30 ml) was heated at reflux temperature for 1 h under an atmosphere of nitrogen. The reaction mixture was cooled to 50° C. and 2,2′-dichlorodiethylether (10 ml) was added and the mixture was heated at reflux temperature for 16 h. The reaction mixture was cooled, filtered and the volatile components were removed in vacuo leaving 4.6 g of crude 2-chloro-1-(2-(diphenylamino)... Conditions: temperature 50 celsius. The reactants are [H-].[Na+] (sodium hydride), C1(=CC=CC=C1)NC1=CC=CC=C1 (diphenylamine), C(CCl)OCCCl (2,2′-dichlorodiethylether).